This data is from the Open Reaction Database (ORD), a public repository of structured organic reaction records. The task is: describe an organic reaction: reactants, conditions, products, and yield The reactants are OC1=C(C(=CC=C1)O)NC(CC1=CC(=C(C=C1)OC)OC1CCCC1)=O (N-(2,6-dihydroxyphenyl)-3-cyclopentyloxy-4-methoxyphenyl-acetamide), C1(=CC=C(C=C1)S(=O)(=O)[O-])C.[NH+]1=CC=CC=C1 (pyridinium p-toluene-sulphonate). Solvent: C=1(C(=CC=CC1)C)C (xylene), O (water). Yields the product C1(CCCC1)OC=1C=C(CC=2OC3=C(N2)C(=CC=C3)O)C=CC1OC (2-(3-Cyclopentyloxy-4-methoxybenzyl)-4-hydroxybenzoxazole). The yield is 51.5%. As a reaction SMILES: O[C:2]1[CH:7]=[CH:6][CH:5]=[C:4]([OH:8])[C:3]=1[NH:9][C:10](=[O:26])[CH2:11][C:12]1[CH:17]=[CH:16][C:15]([O:18][CH3:19])=[C:14]([O:20][CH:21]2[CH2:25][CH2:24][CH2:23][CH2:22]2)[CH:13]=1.C1(C)C=CC(S([O-])(=O)=O)=CC=1.[NH+]1C=CC=CC=1>C1(C)C(C)=CC=CC=1.O>[CH:21]1([O:20][C:14]2[CH:13]=[C:12]([CH:17]=[CH:16][C:15]=2[O:18][CH3:19])[CH2:11][C:10]2[O:26][C:2]3[CH:7]=[CH:6][CH:5]=[C:4]([OH:8])[C:3]=3[N:9]=2)[CH2:25][CH2:24][CH2:23][CH2:22]1 |f:1.2|. Procedure details: A solution of N-(2,6-dihydroxyphenyl)-3-cyclopentyloxy-4-methoxyphenyl-acetamide (2.10 g) and pyridinium p-toluene-sulphonate (532 mg) in xylene (100 ml) was refluxed, under nitrogen, overnight. The reaction mixture was cooled to room temperature, diluted with water (100 ml), and extracted with dichloromethane (3×75 ml). The combined organic extracts were washed with water (3×100 ml), brine (100 ml), dried (CaSO4) and evaporated in-vacuo to yield a pale brown solid. The solid was purified by fla... Yields the product NC=1C=C(C=CC1)CCC(=O)OCC (ethyl 3-(3-aminophenyl)propionate). As a reaction SMILES: [N+:1]([C:4]1[CH:5]=[C:6](/[CH:10]=[CH:11]/[C:12]([O:14][CH2:15][CH3:16])=[O:13])[CH:7]=[CH:8][CH:9]=1)([O-])=O>O1CCCC1.[C].[Pd]>[NH2:1][C:4]1[CH:5]=[C:6]([CH2:10][CH2:11][C:12]([O:14][CH2:15][CH3:16])=[O:13])[CH:7]=[CH:8][CH:9]=1 |f:2.3|. The reagents and catalysts are [C].[Pd] (palladium-Carbon). Reported procedure: (E)-Ethyl 3-(3-nitrophenyl)acrylate (12.1 g, 52.9 mmol) in tetrahydrofuran (100 ml) was hydrogenated over 10% palladium-Carbon (2.80 g) at atmospheric pressure. After removal of the catalyst, the filtrate was concentrated in vacuo. The residue was chromatographed on silica gel (100 g) with hexane-ethyl acetate (3:1) to give ethyl 3-(3-aminophenyl)propionate as a yellow oil (6.21 g, 61%). Starting materials: [N+](=O)([O-])C=1C=C(C=CC1)/C=C/C(=O)OCC ((E)-Ethyl 3-(3-nitrophenyl)acrylate). The yield is 60.7%. Run in O1CCCC1 (tetrahydrofuran).